This data is from the Open Reaction Database (ORD), a public repository of structured organic reaction records. The task is: describe an organic reaction: reactants, conditions, products, and yield Starting materials: C(C)(C)OC1=CC(=C(C=C1)C1=C2C(=NO1)C1=CC=C(C=C1CC2)C=C)C(F)(F)F (3-(4-isopropoxy-2-(trifluoromethyl)phenyl)-7-vinyl-4,5-dihydronaphtho[1,2-c]isoxazole), C[N+]1(CCOCC1)[O-] (N-methylmorpholine-N-oxide), I(=O)(=O)(=O)[O-].[Na+] (Sodium periodate). The reagents and catalysts are [Os](=O)(=O)(=O)=O (osmium tetroxide). Solvent: C1CCOC1 (THF), O (water). Run at time 14 hour. Yields the product C(C)(C)OC1=CC(=C(C=C1)C1=C2C(=NO1)C1=CC=C(C=C1CC2)C=O)C(F)(F)F (3-(4-isopropoxy-2-(trifluoromethyl)phenyl)-4,5-dihydronaphtho[1,2-c]isoxazole-7-carbaldehyde). The yield is 98.2%. Reaction SMILES: [CH:1]([O:4][C:5]1[CH:10]=[CH:9][C:8]([C:11]2[O:15][N:14]=[C:13]3[C:16]4[C:21]([CH2:22][CH2:23][C:12]=23)=[CH:20][C:19]([CH:24]=C)=[CH:18][CH:17]=4)=[C:7]([C:26]([F:29])([F:28])[F:27])[CH:6]=1)([CH3:3])[CH3:2].C[N+]1([O-])CC[O:34]CC1.I([O-])(=O)(=O)=O.[Na+]>C1COCC1.O.[Os](=O)(=O)(=O)=O>[CH:1]([O:4][C:5]1[CH:10]=[CH:9][C:8]([C:11]2[O:15][N:14]=[C:13]3[C:16]4[C:21]([CH2:22][CH2:23][C:12]=23)=[CH:20][C:19]([CH:24]=[O:34])=[CH:18][CH:17]=4)=[C:7]([C:26]([F:28])([F:27])[F:29])[CH:6]=1)([CH3:2])[CH3:3] |f:2.3|. Procedure: To 3-(4-isopropoxy-2-(trifluoromethyl)phenyl)-7-vinyl-4,5-dihydronaphtho[1,2-c]isoxazole (Preparation 17B, 0.225 g, 0.563 mmol) in THF (2 mL) was added N-methylmorpholine-N-oxide (50% in water) (0.3 mL, 0.563 mmol) followed by osmium tetroxide (4% in water) (0.088 mL, 0.011 mmol) at room temperature. The contents were stirred at room temperature for 14 h. Sodium periodate (0.181 g, 0.845 mmol) dissolved in 1 mL of water was added at room temperature. The contents were stirred at room temperature... Reactants: C(C)(C)(C)C=1C=C(C(=O)O)C=C(C1O)C(C)(C)C (3,5-di-t-butyl-4-hydroxybenzoic acid), C(CCC)NCCCC (di-n-butylamine), C1(CCCCC1)N=C=NC1CCCCC1 (dicyclohexylcarbodiimide). Solvent: O1CCCC1 (tetrahydrofuran), O1CCCC1 (tetrahydrofuran). The product is C(CCC)N(C(C1=CC(=C(C(=C1)C(C)(C)C)O)C(C)(C)C)=O)CCCC (N,N-di-n-butyl-3,5-di-t-butyl-4-hydroxybenzamide). As a reaction SMILES: [C:1]([C:5]1[CH:6]=[C:7]([CH:11]=[C:12]([C:15]([CH3:18])([CH3:17])[CH3:16])[C:13]=1[OH:14])[C:8]([OH:10])=O)([CH3:4])([CH3:3])[CH3:2].[CH2:19]([NH:23][CH2:24][CH2:25][CH2:26][CH3:27])[CH2:20][CH2:21][CH3:22].C1(N=C=NC2CCCCC2)CCCCC1>O1CCCC1>[CH2:19]([N:23]([CH2:24][CH2:25][CH2:26][CH3:27])[C:8](=[O:10])[C:7]1[CH:6]=[C:5]([C:1]([CH3:2])([CH3:4])[CH3:3])[C:13]([OH:14])=[C:12]([C:15]([CH3:16])([CH3:18])[CH3:17])[CH:11]=1)[CH2:20][CH2:21][CH3:22]. Procedure details: To a stirred solution of 25 grams (0.1 mole) of 3,5-di-t-butyl-4-hydroxybenzoic acid and 12.9 grams (0.1 mole) of di-n-butylamine in 100 milliliters of dry tetrahydrofuran was added dropwise a solution of 20.6 grams (0.1 mole) of dicyclohexylcarbodiimide in 75 milliliters of dry tetrahydrofuran. The mixture was stirred for several hours and the white solid (dicyclohexyl urea) was filtered off and discarded. Evaporation of the filtrate gave a white solid, which was recrystallized from 1:1 benzene... Reactants: CNCCC(C=1C=CC=CC1)OC=2C=CC(=CC2)C(F)(F)F.Cl (fluoxetine HCl), C(\C=C\C(=O)O)(=O)O (fumaric acid), C(C)O (ethanol). Yields the product CNCCC(C=1C=CC=CC1)OC=2C=CC(=CC2)C(F)(F)F.Cl (fluoxetine HCl), C(CCC(=O)O)(=O)O (succinic acid), CNCCC(C=1C=CC=CC1)OC=2C=CC(=CC2)C(F)(F)F.Cl.C(\C=C\C(=O)O)(=O)O (fluoxetine HCl fumaric acid). Yield: 82.0%. As a reaction SMILES: [CH3:1][NH:2][CH2:3][CH2:4][CH:5]([O:12][C:13]1[CH:14]=[CH:15][C:16]([C:19]([F:22])([F:21])[F:20])=[CH:17][CH:18]=1)[C:6]1[CH:7]=[CH:8][CH:9]=[CH:10][CH:11]=1.[ClH:23].[C:24]([OH:31])(=[O:30])/[CH:25]=[CH:26]/[C:27]([OH:29])=[O:28].C(O)C>>[CH3:1][NH:2][CH2:3][CH2:4][CH:5]([O:12][C:13]1[CH:18]=[CH:17][C:16]([C:19]([F:20])([F:22])[F:21])=[CH:15][CH:14]=1)[C:6]1[CH:7]=[CH:8][CH:9]=[CH:10][CH:11]=1.[ClH:23].[C:24]([OH:31])(=[O:30])[CH2:25][CH2:26][C:27]([OH:29])=[O:28].[CH3:1][NH:2][CH2:3][CH2:4][CH:5]([O:12][C:13]1[CH:18]=[CH:17][C:16]([C:19]([F:20])([F:22])[F:21])=[CH:15][CH:14]=1)[C:6]1[CH:7]=[CH:8][CH:9]=[CH:10][CH:11]=1.[ClH:23].[C:24]([OH:31])(=[O:30])/[CH:25]=[CH:26]/[C:27]([OH:29])=[O:28] |f:0.1,4.5,7.8.9|. Procedure: Cocrystals of fluoxetine HCl and succinic acid were prepared as follows. A 6.00 g sample of fluoxetine HCl and 1.01 g of fumaric acid were dissolved in 20 mL of ethanol with heating. The solution was filtered through a 0.2 μm nylon filter, concentrated to a volume of 8 mL, and cooled in an ice bath for 6 hours. The solid material was isolated on filter paper and allowed to dry in the air to give 5.74 g (82% yield) of fluoxetine HCl:fumaric acid (2:1) cocrystal. The measured melting points were 1... Reactants: CCOC(C)=O, NC(=O)c1ccc(N)cc1, Cc1cc(C)cc(OS(=O)(=O)c2ccccc2)c1. Yields the product Cc1cc(C)cc(Nc2ccc(C(N)=O)cc2)c1. As a reaction SMILES: [CH3:29][CH2:30][O:31][C:32](=[O:33])[CH3:34].[NH2:19][c:20]1[cH:21][cH:22][c:23]([C:24](=[O:25])[NH2:26])[cH:27][cH:28]1.[c:1]1([S:2]([O:3][c:11]2[cH:12][c:13]([CH3:18])[cH:14][c:15]([CH3:17])[cH:16]2)(=[O:4])=[O:5])[cH:6][cH:7][cH:8][cH:9][cH:10]1>>[c:11]1([NH:19][c:20]2[cH:21][cH:22][c:23]([C:24](=[O:25])[NH2:26])[cH:27][cH:28]2)[cH:12][c:13]([CH3:18])[cH:14][c:15]([CH3:17])[cH:16]1. Reactants: CCOC(C)=O, Cc1cc([N+](=O)[O-])ccc1Oc1ccccc1, CO. Yields the product Cc1cc(N)ccc1Oc1ccccc1. RXN SMILES: [CH3:18][CH2:19][O:20][C:21](=[O:22])[CH3:23].[CH3:1][c:2]1[cH:3][c:4]([N+:15]([O-:16])=[O:17])[cH:5][cH:6][c:7]1[O:8][c:9]1[cH:10][cH:11][cH:12][cH:13][cH:14]1.[CH3:24][OH:25]>>[CH3:1][c:2]1[cH:3][c:4]([NH2:15])[cH:5][cH:6][c:7]1[O:8][c:9]1[cH:10][cH:11][cH:12][cH:13][cH:14]1. Reactants: C(C#C)(=O)OC (methyl propiolate), C(CCC)[Li] (n-butyllithium), C1OC=2C=C(C=O)C=CC2O1 (3,4 -methylenedioxybenzaldehyde), [Cl-].[NH4+] (ammonium chloride). Run in O1CCCC1 (tetrahydrofuran), O1CCCC1 (tetrahydrofuran). Conditions: time 10 minute. Product: OC(C#CC(=O)OC)C1=CC2=C(C=C1)OCO2 (methyl 4-hydroxy-4-[3,4-(methylenedioxy) phenyl]-2-butynoate). As a reaction SMILES: [C:1]([O:5][CH3:6])(=[O:4])[C:2]#[CH:3].C([Li])CCC.[CH2:12]1[O:22][C:21]2[CH:20]=[CH:19][C:16]([CH:17]=[O:18])=[CH:15][C:14]=2[O:13]1.[Cl-].[NH4+]>O1CCCC1>[OH:18][CH:17]([C:16]1[CH:19]=[CH:20][C:21]2[O:22][CH2:12][O:13][C:14]=2[CH:15]=1)[C:3]#[C:2][C:1]([O:5][CH3:6])=[O:4] |f:3.4|. Procedure details: A solution of 5 ml (60 mmol) of methyl propiolate in 60 ml of tetrahydrofuran was treated at -78° under argon with 37.5 ml of n-butyllithium (1.6M in hexane). The mixture was stirred at -78° for 10 minutes and then a solution of 9 g 60 mmol) of 3,4 -methylenedioxybenzaldehyde in 60 ml of tetrahydrofuran was added within 30 minutes. The reaction mixture was stirred at -78° for a further 20 minutes, then brought to room temperature and treated with 80 ml of saturated ammonium chloride solution. Th...